Dataset: the Open Reaction Database (ORD), a public repository of structured organic reaction records. Task: describe an organic reaction: reactants, conditions, products, and yield Product: C1(=CC=CC=C1)NC=1NC=C(N1)C(=O)C1=CC(=C(C(=C1)OC)OC)OC ((2-(Phenylamino)-1H-imidazol-4-yl)(3,4,5-trimethoxyphenyl)methanone). Starting materials: C1(=CC=CC=C1)NC=1N(C=C(N1)C(=O)C1=CC(=C(C(=C1)OC)OC)OC)C(C1=CC=CC=C1)(C1=CC=CC=C1)C1=CC=CC=C1 ((2-(Phenylamino)-1-trityl-1H-imidazol-4-yl)(3,4,5 trimethoxyphenyl)methanone), Cl (HCl). Procedure: To a solution of trityl protected compound (e) (50 mg, 0.084 mmol) in ethyl ether was added 2 M HCl in ether (1 mL, 1 mmol). The reaction mixture was stirred overnight and washed with saturated NaHCO3 and dried with MgSO4. Filtration and evaporation of the solvent followed by flash chromatography to yield de-protection compound 5e (18 mg, 63%). 1H NMR (500 MHz, DMSO-d6) δ 7.54 (s, br, 1H), 7.51-7.43 (m, 3H), 7.33 (d, 2H), 7.04 (s, 2H), 6.62 (br, 2H) 3.82 (s, 6H), 3.73 (s, 3H). MS: 352.1 (M−H)−; ... Reaction conditions: time 8 hour. The yield is 60.6%. Reaction SMILES: [C:1]1([NH:7][C:8]2[N:9](C(C3C=CC=CC=3)(C3C=CC=CC=3)C3C=CC=CC=3)[CH:10]=[C:11]([C:13]([C:15]3[CH:20]=[C:19]([O:21][CH3:22])[C:18]([O:23][CH3:24])=[C:17]([O:25][CH3:26])[CH:16]=3)=[O:14])[N:12]=2)[CH:6]=[CH:5][CH:4]=[CH:3][CH:2]=1.Cl>C(OCC)C>[C:1]1([NH:7][C:8]2[NH:9][CH:10]=[C:11]([C:13]([C:15]3[CH:20]=[C:19]([O:21][CH3:22])[C:18]([O:23][CH3:24])=[C:17]([O:25][CH3:26])[CH:16]=3)=[O:14])[N:12]=2)[CH:6]=[CH:5][CH:4]=[CH:3][CH:2]=1. Run in C(C)OCC (ethyl ether), CCOCC (ether). Reactants: C(#N)C1=CC(=C(C=C1)C1N(C(N(C=2CCCC(C12)=O)C1=CC(=CC=C1)C(F)(F)F)=O)CCOC(C)=O)S(=O)(=O)C (Acetic acid 2-[4-(4-cyano-2-methanesulfonyl-phenyl)-2,5-dioxo-1-(3-trifluoromethyl-phenyl)-1,4,5,6,7,8-hexahydro-2H-quinazolin-3-yl]-ethyl ester), FC(C(=O)O)(F)F (trifluoroacetic acid). Product: OCCN1C(N(C=2CCCC(C2C1C1=C(C=C(C#N)C=C1)S(=O)(=O)C)=O)C1=CC(=CC=C1)C(F)(F)F)=O (4-[3-(2-Hydroxy-ethyl)-2,5-dioxo-1-(3-trifluoromethyl-phenyl)-1,2,3,4,5,6,7,8-octahydro-quinazolin-4-yl]-3-methanesulfonyl-benzonitrile). As a reaction SMILES: [C:1]([C:3]1[CH:8]=[CH:7][C:6]([CH:9]2[C:18]3[C:17](=[O:19])[CH2:16][CH2:15][CH2:14][C:13]=3[N:12]([C:20]3[CH:25]=[CH:24][CH:23]=[C:22]([C:26]([F:29])([F:28])[F:27])[CH:21]=3)[C:11](=[O:30])[N:10]2[CH2:31][CH2:32][O:33]C(=O)C)=[C:5]([S:37]([CH3:40])(=[O:39])=[O:38])[CH:4]=1)#[N:2].FC(F)(F)C(O)=O>>[OH:33][CH2:32][CH2:31][N:10]1[CH:9]([C:6]2[CH:7]=[CH:8][C:3]([C:1]#[N:2])=[CH:4][C:5]=2[S:37]([CH3:40])(=[O:39])=[O:38])[C:18]2[C:17](=[O:19])[CH2:16][CH2:15][CH2:14][C:13]=2[N:12]([C:20]2[CH:25]=[CH:24][CH:23]=[C:22]([C:26]([F:27])([F:29])[F:28])[CH:21]=2)[C:11]1=[O:30]. Procedure: Acetic acid 2-[4-(4-cyano-2-methanesulfonyl-phenyl)-2,5-dioxo-1-(3-trifluoromethyl-phenyl)-1,4,5,6,7,8-hexahydro-2H-quinazolin-3-yl]-ethyl ester (step 1, 60.0 mg, 0.10 mmol) is stirred with trifluoroacetic acid (3.0 mL, 36.94 mmol) at 60° C. for 6 h and concentrated under reduced pressure. The residue is stirred over night with acetonitrile and water (→hydrolysis of trifluoroacetic acid ester) and then purified by reversed phase HPLC (Waters SunFire™-C18, gradient of acetonitrile in water, 0.1% ... The reactants are CCc1n[nH]c2cc(C(=O)O)ccc12, ClCCl, CCN=C=NCCCN(C)C, CNOC, CN(C)C=O, CN(C)c1ccncc1, Cl, Cl, O. The product is CCc1n[nH]c2cc(C(=O)N(C)OC)ccc12. RXN SMILES: [CH2:1]([CH3:2])[c:3]1[n:4][nH:5][c:6]2[cH:7][c:8]([C:12](=[O:13])[OH:14])[cH:9][cH:10][c:11]12.[CH2:46]([Cl:47])[Cl:48].[CH3:16][N:17]([CH3:18])[CH2:19][CH2:20][CH2:21][N:22]=[C:23]=[N:24][CH2:25][CH3:26].[CH3:28][NH:29][O:30][CH3:31].[CH3:32][N:33]([CH3:34])[CH:35]=[O:36].[CH3:37][N:38]([CH3:39])[c:40]1[cH:41][cH:42][n:43][cH:44][cH:45]1.[ClH:15].[ClH:27].[OH2:49]>>[CH2:1]([CH3:2])[c:3]1[n:4][nH:5][c:6]2[cH:7][c:8]([C:12](=[O:14])[N:29]([CH3:28])[O:30][CH3:31])[cH:9][cH:10][c:11]12. Reactants: BrC1=NC=C(C=C1)C1OCCO1 (2-bromo-5-(1,3-dioxolan-2-yl)pyridine), [Li]CCCC (n-BuLi), ClC1=C2C(=NC=C1)C=CS2 (7-chlorothieno[3,2-b]pyridine). Reagents/catalysts: C=1C=CC(=CC1)[P](C=2C=CC=CC2)(C=3C=CC=CC3)[Pd]([P](C=4C=CC=CC4)(C=5C=CC=CC5)C=6C=CC=CC6)([P](C=7C=CC=CC7)(C=8C=CC=CC8)C=9C=CC=CC9)[P](C=1C=CC=CC1)(C=1C=CC=CC1)C=1C=CC=CC1 (Pd(PPh3)4), [Cl-].[Cl-].[Zn+2] (ZnCl2). Run in C1CCOC1 (THF), C1CCOC1 (THF). Reaction conditions: time 10 minute. Product: O1C(OCC1)C=1C=CC(=NC1)C1=CC2=NC=CC(=C2S1)Cl (2-(5-(1,3-Dioxolan-2-yl)pyridin-2-yl)-7-chlorothieno[3,2-b]pyridine). Isolated yield 97.7%. RXN SMILES: [Cl:1][C:2]1[CH:7]=[CH:6][N:5]=[C:4]2[CH:8]=[CH:9][S:10][C:3]=12.[Li]CCCC.Br[C:17]1[CH:22]=[CH:21][C:20]([CH:23]2[O:27][CH2:26][CH2:25][O:24]2)=[CH:19][N:18]=1>C1COCC1.[Cl-].[Cl-].[Zn+2].C1C=CC([P]([Pd]([P](C2C=CC=CC=2)(C2C=CC=CC=2)C2C=CC=CC=2)([P](C2C=CC=CC=2)(C2C=CC=CC=2)C2C=CC=CC=2)[P](C2C=CC=CC=2)(C2C=CC=CC=2)C2C=CC=CC=2)(C2C=CC=CC=2)C2C=CC=CC=2)=CC=1>[O:24]1[CH2:25][CH2:26][O:27][CH:23]1[C:20]1[CH:21]=[CH:22][C:17]([C:9]2[S:10][C:3]3[C:4](=[N:5][CH:6]=[CH:7][C:2]=3[Cl:1])[CH:8]=2)=[N:18][CH:19]=1 |f:4.5.6,^1:39,41,60,79|. Procedure: To a solution of 7-chlorothieno[3,2-b]pyridine (14 g, 82.4 mmol) in THF (137 mL) was added, at −78° C., a solution of n-BuLi (34.4 mL, 89.3 mmol, 2.6 M in hexanes) and the reaction mixture was stirred for 10 min. A solution of ZnCl2 (89 mL, 89.3 mmol, 1.0 M in Et2O) was added and the mixture was stirred at RT for 10 min. Pd(PPh3)4 (3.18 g, 2.75 mmol) was added along with a solution of 300 (15.8 g, 68.7 mmol) in THF (50 mL) and the reaction mixture was heated to reflux under an atmosphere of N2 g... The reactants are BrC=1C=C2C(=NC1C#N)C=CN2C (6-bromo-1-methyl-1H-pyrrolo[3,2-b]pyridine-5-carbonitrile), CC1(C2=C(C(=CC=C2)P(C3=CC=CC=C3)C4=CC=CC=C4)OC5=C(C=CC=C51)P(C6=CC=CC=C6)C7=CC=CC=C7)C (Xantphos), C([O-])([O-])=O.[Cs+].[Cs+] (cesium carbonate), Cl.FC1(CNC1)F (3,3-difluoroazetidine hydrochloride). Reagents/catalysts: C(C)(=O)[O-].[Pd+2].C(C)(=O)[O-] (palladium (II) acetate), C(C)(=O)[O-].[Pd+2].C(C)(=O)[O-] (palladium (II) acetate). Solvent: O1CCOCC1 (dioxane), CCOC(=O)C (EtOAc). Reaction conditions: temperature 110 celsius, time 2 day. The product is FC1(CN(C1)C=1C=C2C(=NC1C#N)C=CN2C)F (6-(3,3-Difluoroazetidin-1-yl)-1-methyl-1H-pyrrolo[3,2-b]pyridine-5-carbonitrile). The yield is 28.9%. Reaction SMILES: Br[C:2]1[CH:3]=[C:4]2[N:12]([CH3:13])[CH:11]=[CH:10][C:5]2=[N:6][C:7]=1[C:8]#[N:9].CC1(C)C2C(=C(P(C3C=CC=CC=3)C3C=CC=CC=3)C=CC=2)OC2C(P(C3C=CC=CC=3)C3C=CC=CC=3)=CC=CC1=2.C(=O)([O-])[O-].[Cs+].[Cs+].Cl.[F:63][C:64]1([F:68])[CH2:67][NH:66][CH2:65]1>O1CCOCC1.CCOC(C)=O.C([O-])(=O)C.[Pd+2].C([O-])(=O)C>[F:63][C:64]1([F:68])[CH2:67][N:66]([C:2]2[CH:3]=[C:4]3[N:12]([CH3:13])[CH:11]=[CH:10][C:5]3=[N:6][C:7]=2[C:8]#[N:9])[CH2:65]1 |f:2.3.4,5.6,9.10.11|. Reported procedure: To a 5 mL vial were added 6-bromo-1-methyl-1H-pyrrolo[3,2-b]pyridine-5-carbonitrile (500 mg, 2.12 mmol), Xantphos (123 mg, 0.212 mmol), palladium (II) acetate (47.6 mg, 0.212 mmol), cesium carbonate (1380 mg, 4.24 mmol) and 3,3-difluoroazetidine hydrochloride (549 mg, 4.24 mmol) in dioxane (5.0 mL). The resulting yellow suspension was heated to 110° C. for 22 hours. LC/MS showed about 50% conversion. More palladium (II) acetate (50 mg) was added and heating was continued at 110° C. for 2 days. T... The reactants are O=C(O)Cc1ccc(Br)cc1, O=C(O)Cc1ccc(Br)cc1, COc1ccc(CCN)cc1OC, [Cl-], [Cl-], O=C(Cl)C(=O)Cl, ClCCl, [Na+], [OH-], c1ccccc1. Product: COc1ccc(CCNC(=O)Cc2ccc(Br)cc2)cc1OC. Reaction SMILES: [Br:19][c:20]1[cH:21][cH:22][c:23]([CH2:24][C:25]([OH:26])=[O:27])[cH:28][cH:29]1.[Br:1][c:2]1[cH:3][cH:4][c:5]([CH2:8][C:9](=[O:10])[OH:11])[cH:6][cH:7]1.[CH3:32][O:33][c:34]1[cH:35][c:36]([CH2:37][CH2:38][NH2:39])[cH:40][cH:41][c:42]1[O:43][CH3:44].[Cl-:18].[Cl-:45].[Cl:12][C:13]([C:14]([Cl:15])=[O:16])=[O:17].[Cl:52][CH2:53][Cl:54].[Na+:31].[OH-:30].[cH:46]1[cH:47][cH:48][cH:49][cH:50][cH:51]1>>[Br:1][c:2]1[cH:3][cH:4][c:5]([CH2:8][C:9](=[O:11])[NH:39][CH2:38][CH2:37][c:36]2[cH:35][c:34]([O:33][CH3:32])[c:42]([O:43][CH3:44])[cH:41][cH:40]2)[cH:6][cH:7]1. The reactants are C(C=CC=CC=CC=CC=CC=CCCCCCCCCC)(=O)OCC (ethyl docosahexaenate), [H-].[Al+3].[Li+].[H-].[H-].[H-] (lithium aluminum hydride), C(C)(=O)OCC (ethyl acetate), [Cl-].[Na+] (sodium chloride). Solvent: C(C)OCC (diethylether), C(C)OCC (dietylether). Run at temperature 0 celsius, time 30 minute. Yields the product C(=CC=CC=CC=CC=CC=CCCCCCCCCCC)O (docosahexaenol). Isolated yield 64.2%. As a reaction SMILES: [H-].[Al+3].[Li+].[H-].[H-].[H-].[C:7](OCC)(=[O:29])[CH:8]=[CH:9][CH:10]=[CH:11][CH:12]=[CH:13][CH:14]=[CH:15][CH:16]=[CH:17][CH:18]=[CH:19][CH2:20][CH2:21][CH2:22][CH2:23][CH2:24][CH2:25][CH2:26][CH2:27][CH3:28].C(OCC)(=O)C.[Cl-].[Na+]>C(OCC)C>[CH:7]([OH:29])=[CH:8][CH:9]=[CH:10][CH:11]=[CH:12][CH:13]=[CH:14][CH:15]=[CH:16][CH:17]=[CH:18][CH2:19][CH2:20][CH2:21][CH2:22][CH2:23][CH2:24][CH2:25][CH2:26][CH2:27][CH3:28] |f:0.1.2.3.4.5,8.9|. Procedure details: 1.28 g (33.7 mmol) of lithium aluminum hydride (LiAlH4) and 100 ml of anhydrous dietylether were placed into an eggplant-shape flask of which air had been replaced by argon gas, and kept at 0° C. To the mixture was added dropwise over about 30 minutes the solution of 10 g (28.1 mmol) of ethyl docosahexaenate in diethylether (20 ml of anhydrous diethylether), and then stirred at 0° C. for 30 minutes. After stirring, ethyl acetate and the saturated solution of sodium chloride were added to the rea... Starting materials: CO, [K+], [OH-], COC(=O)c1ccc(OCCCCn2c(-c3ccccc3)nc(-c3ccccc3)c2-c2ccccc2)cc1. The product is O=C(O)c1ccc(OCCCCn2c(-c3ccccc3)nc(-c3ccccc3)c2-c2ccccc2)cc1. RXN SMILES: [CH3:41][OH:42].[K+:40].[OH-:39].[c:1]1(-[c:7]2[n:8]([CH2:24][CH2:25][CH2:26][CH2:27][O:28][c:29]3[cH:30][cH:31][c:32]([C:33](=[O:34])[O:35][CH3:36])[cH:37][cH:38]3)[c:9](-[c:18]3[cH:19][cH:20][cH:21][cH:22][cH:23]3)[c:10](-[c:12]3[cH:13][cH:14][cH:15][cH:16][cH:17]3)[n:11]2)[cH:2][cH:3][cH:4][cH:5][cH:6]1>>[c:1]1(-[c:7]2[n:8]([CH2:24][CH2:25][CH2:26][CH2:27][O:28][c:29]3[cH:30][cH:31][c:32]([C:33](=[O:34])[OH:35])[cH:37][cH:38]3)[c:9](-[c:18]3[cH:19][cH:20][cH:21][cH:22][cH:23]3)[c:10](-[c:12]3[cH:13][cH:14][cH:15][cH:16][cH:17]3)[n:11]2)[cH:2][cH:3][cH:4][cH:5][cH:6]1. Starting materials: FC1=C2C(=CNC2=C(C=C1)/C(=N/[H])/NO)CCC(=O)OCC (Ethyl 3-{4-fluoro-7-[(Z)-(hydroxyamino)(imino)methyl]-1H-indol-3-yl}propanoate), C=1C=CC2=C(C1)N=NN2O (HOBT), CCN=C=NCCCN(C)C (EDCI), CC(C)OC1=C(C=C(C=N1)C(=O)O)OC (6-[(1-methylethyl)oxy]-5-(methyloxy)-3-pyridinecarboxylic acid), CCCC[N+](CCCC)(CCCC)CCCC.[F-] (TBAF). The solvent is C1CCOC1 (THF), C1CCOC1 (THF). Reaction conditions: time 2 hour. Yields the product FC1=C2C(=CNC2=C(C=C1)C1=NOC(=N1)C=1C=NC(=C(C1)OC)OC(C)C)CCC(=O)OCC (ethyl 3-(4-fluoro-7-{5-[6-[(1-methylethyl)oxy]-5-(methyloxy)-3-pyridinyl]-1,2,4-oxadiazol-3-yl}-1H-indol-3-yl)propanoate). Isolated yield 64.8%. Reaction SMILES: C1C=CC2N(O)N=NC=2C=1.CCN=C=NCCCN(C)C.[CH3:22][CH:23]([O:25][C:26]1[N:31]=[CH:30][C:29]([C:32]([OH:34])=O)=[CH:28][C:27]=1[O:35][CH3:36])[CH3:24].[F:37][C:38]1[CH:46]=[CH:45][C:44](/[C:47](/[NH:50]O)=[N:48]/[H])=[C:43]2[C:39]=1[C:40]([CH2:52][CH2:53][C:54]([O:56][CH2:57][CH3:58])=[O:55])=[CH:41][NH:42]2.CCCC[N+](CCCC)(CCCC)CCCC.[F-]>C1COCC1>[F:37][C:38]1[CH:46]=[CH:45][C:44]([C:47]2[N:50]=[C:32]([C:29]3[CH:30]=[N:31][C:26]([O:25][CH:23]([CH3:22])[CH3:24])=[C:27]([O:35][CH3:36])[CH:28]=3)[O:34][N:48]=2)=[C:43]2[C:39]=1[C:40]([CH2:52][CH2:53][C:54]([O:56][CH2:57][CH3:58])=[O:55])=[CH:41][NH:42]2 |f:4.5|. Procedure: HOBT (161 mg) and EDCI (203 mg) were added to a solution of 6-[(1-methylethyl)oxy]-5-(methyloxy)-3-pyridinecarboxylic acid (110 mg) in THF (4 mL). The resulting solution was stirred for 2 hours. Ethyl 3-{4-fluoro-7-[(Z)-(hydroxyamino)(imino)methyl]-1H-indol-3-yl}propanoate (D45) (199 mg) in THF (4 mL) was added, and the reaction mixture was stirred at RT overnight. TBAF (780 mg) was then added. The reaction vessel was sealed and heated in Biotage Initiator using initial normal to 120° C. for 2.5...